describe an organic reaction: reactants, conditions, products, and yield From a dataset of the Open Reaction Database (ORD), a public repository of structured organic reaction records. Reactants: OO (H2O2), C(=O)(C(F)(F)F)OC(=O)C(F)(F)F (TFAA), N1(CCCCCC1)CCNC=1N=[N+](C2=C(N1)C=C1CCCC1=C2)[O-] (N-[2-(1-Azepanyl)ethyl]-7,8-dihydro-6H-indeno[5,6-e][1,2,4]triazin-3-amine 1-Oxide), C(=O)(C(F)(F)F)O (TFA). Run in N (NH3), C(Cl)Cl (DCM), C(Cl)Cl (DCM). Conditions: temperature 0 celsius, time 5 minute. Product: N1(CCCCCC1)CCNC=1N=[N+](C2=C([N+]1[O-])C=C1CCCC1=C2)[O-] (N-[2-(1-Azepanyl)ethyl]-7,8-dihydro-6H-indeno[5,6-e][1,2,4]triazin-3-amine 1,4-Dioxide). Yield: 60.7%. Reaction SMILES: OO.C(OC(C(F)(F)F)=O)(C(F)(F)F)=[O:4].[N:16]1([CH2:23][CH2:24][NH:25][C:26]2[N:27]=[N+:28]([O-:39])[C:29]3[CH:38]=[C:37]4[C:33]([CH2:34][CH2:35][CH2:36]4)=[CH:32][C:30]=3[N:31]=2)[CH2:22][CH2:21][CH2:20][CH2:19][CH2:18][CH2:17]1.C(O)(C(F)(F)F)=O>C(Cl)Cl.N>[N:16]1([CH2:23][CH2:24][NH:25][C:26]2[N:27]=[N+:28]([O-:39])[C:29]3[CH:38]=[C:37]4[C:33]([CH2:34][CH2:35][CH2:36]4)=[CH:32][C:30]=3[N+:31]=2[O-:4])[CH2:17][CH2:18][CH2:19][CH2:20][CH2:21][CH2:22]1. Procedure details: H2O2 (70%, 0.37 mL, ca. 7.3 mmol) was added dropwise to a stirred solution of TFAA (1.0 mL, 7.3 mmol) in DCM (20 mL) at 0° C. The solution was stirred at 0° C. for 5 min, warmed to 20° C. for 10 min, then cooled to 0° C. and added to a stirred solution of 1-oxide 46 (240 mg, 0.7 mmol) and TFA (0.28 mL, 3.7 mmol) in DCM (20 mL) at 0° C. The solution was stirred at 20° C. for 6 h, diluted with dilute aqueous NH3 solution (10 mL) and extracted with CHCl3 (4×50 mL). The combined organic fraction was... The reactants are C(C)(C)(C)OC(N(N1C=CC=C1)CC1=CC=C(C=C1)F)=O ((4-fluoro-benzyl)-pyrrol-1-yl-carbamic acid tert-butyl ester), C(C)OC(C(C(=O)OCC)C(=O)OCC)=O (2-ethoxycarbonyl-malonic acid diethyl ester). Product: C(C)OC(=O)C1=C(C=2N(N(C1=O)CC1=CC=C(C=C1)F)C=CC2)O (1-(4-Fluoro-benzyl)-4-hydroxy-2-oxo-1,2-dihydro-pyrrolo[1,2-b]pyridazine-3-carboxylic acid ethyl ester). RXN SMILES: C(O[C:6](=[O:21])[N:7]([CH2:13][C:14]1[CH:19]=[CH:18][C:17]([F:20])=[CH:16][CH:15]=1)[N:8]1[CH:12]=[CH:11][CH:10]=[CH:9]1)(C)(C)C.[CH2:22]([O:24][C:25](=[O:37])[CH:26](C(OCC)=O)[C:27](OCC)=[O:28])[CH3:23]>>[CH2:22]([O:24][C:25]([C:26]1[C:6](=[O:21])[N:7]([CH2:13][C:14]2[CH:15]=[CH:16][C:17]([F:20])=[CH:18][CH:19]=2)[N:8]2[CH:9]=[CH:10][CH:11]=[C:12]2[C:27]=1[OH:28])=[O:37])[CH3:23]. Reported procedure: Prepared according to the thermal cyclization condition used in Example 1 step c) from (4-fluoro-benzyl)-pyrrol-1-yl-carbamic acid tert-butyl ester (1.0 eq.) and 2-ethoxycarbonyl-malonic acid diethyl ester (2.0 eq.). ESI (m/z): 331 (M+H)+. Reactants: Cl.N(N)C1=CC=C(C=C1)C=1CCC(NN1)=O (6-(4-hydrazinophenyl)-2,3,4,5-tetrahydropyridazin-3-one hydrochloride), C1(=CC=CC=C1)CC(C)=O (phenylacetone), Example 2 ( a ), Cl (hydrochloric acid). Run in C(C)O (ethanol). The product is CC=1NC2=CC=C(C=C2C1C1=CC=CC=C1)C=1CCC(NN1)=O (2-Methyl-3-phenyl-5-(3-oxo-2,3,4,5-tetrahydro-6-pyridazinyl)-indole). Reaction SMILES: Cl.[NH:2]([C:4]1[CH:9]=[CH:8][C:7]([C:10]2[CH2:11][CH2:12][C:13](=[O:16])[NH:14][N:15]=2)=[CH:6][CH:5]=1)N.Cl.[C:18]1([CH2:24][C:25](=O)[CH3:26])[CH:23]=[CH:22][CH:21]=[CH:20][CH:19]=1>C(O)C>[CH3:26][C:25]1[NH:2][C:4]2[C:9]([C:24]=1[C:18]1[CH:23]=[CH:22][CH:21]=[CH:20][CH:19]=1)=[CH:8][C:7]([C:10]1[CH2:11][CH2:12][C:13](=[O:16])[NH:14][N:15]=1)=[CH:6][CH:5]=2 |f:0.1|. Procedure: 4.8 g. (20 mmole) 6-(4-hydrazinophenyl)-2,3,4,5-tetrahydropyridazin-3-one hydrochloride (according to Example 2 (a)) are suspended in 75 ml. 2N hydrochloric acid and 75 ml. ethanol, mixed with 2.8 g. (21 mmole) phenylacetone, stirred for 3 hours at 25° C., filtered off with the suction and the title compound obtained is recrystallised from methanol. Yield 4.85 g. (80% of theory); m.p. 297°-299° C. Starting materials: Cc1ccsc1CN, CC#N, CCN(C(C)C)C(C)C, O=C1CSC(=S)N1. The product is Cc1ccsc1CNC1=NC(=O)CS1. RXN SMILES: [CH3:1][c:2]1[c:3]([CH2:7][NH2:8])[s:4][cH:5][cH:6]1.[CH3:25][C:26]#[N:27].[CH:16]([N:17]([CH2:18][CH3:19])[CH:20]([CH3:21])[CH3:22])([CH3:23])[CH3:24].[S:9]1[C:10](=[S:11])[NH:12][C:13](=[O:14])[CH2:15]1>>[CH3:1][c:2]1[c:3]([CH2:7][NH:8][C:10]2=[N:12][C:13](=[O:14])[CH2:15][S:9]2)[s:4][cH:5][cH:6]1. Reactants: CCCCCCCCO, Cl, NC(C=CCP(=O)(O)O)C(=O)O. Reaction SMILES: [CH2:14]([CH2:15][CH2:16][CH2:17][CH2:18][CH2:19][CH2:20][CH3:21])[OH:22].[ClH:13].[NH2:1][CH:2]([C:3](=[O:4])[OH:5])[CH:6]=[CH:7][CH2:8][P:9](=[O:10])([OH:11])[OH:12]>>[NH2:1][CH:2]([C:3]([O:4][CH2:14][CH2:15][CH2:16][CH2:17][CH2:18][CH2:19][CH2:20][CH3:21])=[O:5])[CH:6]=[CH:7][CH2:8][P:9](=[O:10])([OH:11])[OH:12]. The product is CCCCCCCCOC(=O)C(N)C=CCP(=O)(O)O. Starting materials: CN1C(C=2C(CC1)=CNC2)=O (5-Methyl-2,5,6,7-tetrahydro-pyrrolo[3,4-c]pyridin-4-one), CN(C)C=O (DMF), O=P(Cl)(Cl)Cl (POCl3). Yields the product CN1C(C=2C(CC1)=C(NC2)C=O)=O (5-methyl-4-oxo-4,5,6,7-tetrahydro-2H-pyrrolo[3,4-c]pyridine-1-carbaldehyde). Yield: 33.0%. Reaction SMILES: [CH3:1][N:2]1[CH2:7][CH2:6][C:5]2=[CH:8][NH:9][CH:10]=[C:4]2[C:3]1=[O:11].CN([CH:15]=[O:16])C.O=P(Cl)(Cl)Cl>>[CH3:1][N:2]1[CH2:7][CH2:6][C:5]2=[C:8]([CH:15]=[O:16])[NH:9][CH:10]=[C:4]2[C:3]1=[O:11]. Procedure: 5-Methyl-2,5,6,7-tetrahydro-pyrrolo[3,4-c]pyridin-4-one was formylated under standard Vilsmeier conditions using DMF (3 equiv.) and POCl3 (1.1 equiv.) to give 250 mg (33%) of 5-methyl-4-oxo-4,5,6,7-tetrahydro-2H-pyrrolo[3,4-c]pyridine-1-carbaldehyde. The reactants are C(C)(C)(C)OC(=O)N1C[C@H](CC1)[C@H](CSCC)O ((S)-3-((R)-2-Ethylsulfanyl-1-hydroxyethyl)pyrrolidine-1-carboxylic acid t-butyl ester), ClC1=C(C(=CC=C1)F)C(F)(F)F (2-Chloro-6-fluorobenzotrifluoride), CCO (EtOH), [H-].[Na+] (NaH). Solvent: CN(C)C=O (DMF), Cl (HCl). Conditions: time 15 minute. Yields the product ClC=1C(=C(O[C@@H](CSCC)[C@@H]2CNCC2)C=CC1)C(F)(F)F ((S)-3-[(R)-1-(3-Chloro-2-trifluoromethylphenoxy)-2-ethylsulfanylethyl]-pyrrolidine), mono-TFA. RXN SMILES: C(OC([N:8]1[CH2:12][CH2:11][C@H:10]([C@@H:13]([OH:18])[CH2:14][S:15][CH2:16][CH3:17])[CH2:9]1)=O)(C)(C)C.[H-].[Na+].[Cl:21][C:22]1[CH:27]=[CH:26][CH:25]=[C:24](F)[C:23]=1[C:29]([F:32])([F:31])[F:30].CCO>CN(C=O)C.Cl>[Cl:21][C:22]1[C:23]([C:29]([F:30])([F:31])[F:32])=[C:24]([CH:25]=[CH:26][CH:27]=1)[O:18][C@H:13]([C@H:10]1[CH2:11][CH2:12][NH:8][CH2:9]1)[CH2:14][S:15][CH2:16][CH3:17] |f:1.2|. Procedure details: (S)-3-((R)-2-Ethylsulfanyl-1-hydroxyethyl)pyrrolidine-1-carboxylic acid t-butyl ester (10 mg, 40 μmol) was dissolved in DMF (174 μL). NaH (1.3 mg, 54.5 μmol) was added and the mixture was stirred at room temperature for 15 minutes. 2-Chloro-6-fluorobenzotrifluoride (21.6 mg, 109 μmol) was added and the mixture was stirred at 100° C. for 1 hour. The mixture was cooled to room temperature, concentrated then dissolved in 1.2M HCl in EtOH (890 μL, 1.1 mmol) and stirred overnight at room temperature.... Reactants: CC(=O)[O-], CC(=O)[O-], CS(=O)(=O)c1ccc(B(O)O)cc1, O=C(c1ccc2[nH]c(C(=O)N3CCS(=O)(=O)CC3)cc2c1)N1CCN(C2CCC2)CC1, ClCCl, [Cu+2], c1ccncc1. The product is CS(=O)(=O)c1ccc(-n2c(C(=O)N3CCS(=O)(=O)CC3)cc3cc(C(=O)N4CCN(C5CCC5)CC4)ccc32)cc1. Reaction SMILES: [C:54]([O-:55])(=[O:56])[CH3:57].[C:59]([O-:60])(=[O:61])[CH3:62].[CH3:32][S:33](=[O:34])(=[O:35])[c:36]1[cH:37][cH:38][c:39]([B:42]([OH:43])[OH:44])[cH:40][cH:41]1.[CH:1]1([N:5]2[CH2:6][CH2:7][N:8]([C:11](=[O:12])[c:13]3[cH:14][c:15]4[cH:16][c:17]([C:22](=[O:23])[N:24]5[CH2:25][CH2:26][S:27](=[O:30])(=[O:31])[CH2:28][CH2:29]5)[nH:18][c:19]4[cH:20][cH:21]3)[CH2:9][CH2:10]2)[CH2:2][CH2:3][CH2:4]1.[Cl:51][CH2:52][Cl:53].[Cu+2:58].[cH:45]1[cH:46][cH:47][n:48][cH:49][cH:50]1>>[CH:1]1([N:5]2[CH2:6][CH2:7][N:8]([C:11](=[O:12])[c:13]3[cH:14][c:15]4[cH:16][c:17]([C:22](=[O:23])[N:24]5[CH2:25][CH2:26][S:27](=[O:30])(=[O:31])[CH2:28][CH2:29]5)[n:18](-[c:39]5[cH:38][cH:37][c:36]([S:33]([CH3:32])(=[O:34])=[O:35])[cH:41][cH:40]5)[c:19]4[cH:20][cH:21]3)[CH2:9][CH2:10]2)[CH2:2][CH2:3][CH2:4]1.